This data is from the Open Reaction Database (ORD), a public repository of structured organic reaction records. The task is: describe an organic reaction: reactants, conditions, products, and yield Reactants: ONC(C(CC1=CC=CC=C1)(C)SC1=CC=C(C=C1)OC)=O (N-hydroxy-2-(4-methoxy-phenylsulfanyl)-2-methyl-3-phenyl-propionamide), O (H2O). Solvent: CO (methanol). Reaction conditions: time 48 hour. Product: ONC(C(CC1=CC=CC=C1)(C)S(=O)C1=CC=C(C=C1)OC)=O (N-Hydroxy-2-(4-methoxy-benzenesulfinyl)-2-methyl-3-phenyl-propionamide). RXN SMILES: [OH:1][NH:2][C:3](=[O:22])[C:4]([S:13][C:14]1[CH:19]=[CH:18][C:17]([O:20][CH3:21])=[CH:16][CH:15]=1)([CH3:12])[CH2:5][C:6]1[CH:11]=[CH:10][CH:9]=[CH:8][CH:7]=1.[OH2:23]>CO>[OH:1][NH:2][C:3](=[O:22])[C:4]([S:13]([C:14]1[CH:15]=[CH:16][C:17]([O:20][CH3:21])=[CH:18][CH:19]=1)=[O:23])([CH3:12])[CH2:5][C:6]1[CH:7]=[CH:8][CH:9]=[CH:10][CH:11]=1. Procedure: N-hydroxy-2-(4-methoxy-phenylsulfanyl)-2-methyl-3-phenyl-propionamide (400 mg, 1.26 mol) in Example 1) was dissolved in methanol (100 ml) and 30% H2O (10 ml) was added. The reaction mixture was stirred for 48 hours at room temperature at which time it was cooled to 0° C. and quenched with saturated Na2SO3 (20 ml) solution. The reaction mixture became cloudy. It was stirred for 4 hours before it was concentrated in a room temperature water bath, diluted with water, extracted with CHCl3 and washed... The reactants are C(C1=CC=CC=C1)N1CC=2N=NC(=CC2CC1)O (7-benzyl-5,6,7,8-tetrahydropyrido[3,4-c]pyridazin-3-ol), O=P(Cl)(Cl)Cl (POCl3), C(=O)(O)[O-].[Na+] (NaHCO3). The solvent is C1(=CC=CC=C1)C (toluene). Run at temperature 85 celsius. Product: C(C1=CC=CC=C1)N1CC=2N=NC(=CC2CC1)Cl (7-benzyl-3-chloro-5,6,7,8-tetrahydropyrido[3,4-c]pyridazine). Reaction SMILES: [CH2:1]([N:8]1[CH2:17][CH2:16][C:15]2[CH:14]=[C:13](O)[N:12]=[N:11][C:10]=2[CH2:9]1)[C:2]1[CH:7]=[CH:6][CH:5]=[CH:4][CH:3]=1.O=P(Cl)(Cl)[Cl:21].C([O-])(O)=O.[Na+]>C1(C)C=CC=CC=1>[CH2:1]([N:8]1[CH2:17][CH2:16][C:15]2[CH:14]=[C:13]([Cl:21])[N:12]=[N:11][C:10]=2[CH2:9]1)[C:2]1[CH:7]=[CH:6][CH:5]=[CH:4][CH:3]=1 |f:2.3|. Procedure details: To a slurry of 7-benzyl-5,6,7,8-tetrahydropyrido[3,4-c]pyridazin-3-ol (7 g, 29.1 mmol) in toluene (50 ml) is added POCl3 (7 ml). The resulting mixture is heated at 85° C. for 3 hr. The mixture is cooled to 0° C. and is neutralized with saturated NaHCO3 solution. The mixture is extracted with EtOAc (100 ml×2). The combined organic phase is dried over sodium sulfate, and the solvent is removed under reduced pressure to give a residue that is purified by silica gel chromatography (EtOAc/4% TEA) to ... Reactants: N([C@@H](C)C(=O)N[C@@H](C)C(=O)OC)C(=O)OC(C)(C)C (Boc-Ala-Ala-OMe), C(CC(O)(C(=O)O)CC(=O)O)(=O)O (citric acid), O[Li].O (LiOH.H2O), CO (MeOH). The solvent is O (H2O). Reaction conditions: time 4 hour. Yields the product N([C@@H](C)C(=O)N[C@@H](C)C(=O)O)C(=O)OC(C)(C)C (Boc-Ala-Ala-OH). RXN SMILES: O[Li].O.CO.[NH:6]([C:18]([O:20][C:21]([CH3:24])([CH3:23])[CH3:22])=[O:19])[C@H:7]([C:9]([NH:11][C@H:12]([C:14]([O:16]C)=[O:15])[CH3:13])=[O:10])[CH3:8].C(O)(=O)CC(CC(O)=O)(C(O)=O)O>O>[NH:6]([C:18]([O:20][C:21]([CH3:23])([CH3:22])[CH3:24])=[O:19])[C@H:7]([C:9]([NH:11][C@H:12]([C:14]([OH:16])=[O:15])[CH3:13])=[O:10])[CH3:8] |f:0.1|. Procedure details: To a solution of LiOH.H2O (275 mg, 6.56 mmol) in a mixture of solvents MeOH:H2O (10.9 mL:3.6 mL) was added Boc-Ala-Ala-OMe (1.2 g, 4.38 mmol) and stirred for 4 hours at r.t. The solution was acidified to pH 2 with saturated aqueous solution of citric acid and the mixture was extracted with EtOAc (3×20 mL). The organic layer was dried over Na2SO4 and concentrated under vacuum to give the desired product Boc-Ala-Ala-OH as a highly viscous and hygroscopic oil in quantitative yields (1.14 g). The pr... Reactants: C(C1=CC=CC=C1)N1CC=2N=C(N=C(C2CC1)C=1C=C(SC1)C=O)C(C)C (4-(7-Benzyl-2-isopropyl-5,6,7,8-tetrahydro-pyrido[3,4-d]pyrimidin-4-yl)-thiophene-2-carbaldehyde), O.NN (hydrazine hydrate), [OH-].[K+] (KOH). Solvent: O (water), C(CO)O (ethylene glycol). Run at temperature 200 celsius, time 6 hour. The product is C(C1=CC=CC=C1)N1CC=2N=C(N=C(C2CC1)C1=CSC(=C1)C)C(C)C (7-Benzyl-2-isopropyl-4-(5-methyl-thiophen-3-yl)-5,6,7,8-tetrahydro-pyrido[3,4-d]pyrimidine). Isolated yield 65.9%. As a reaction SMILES: [CH2:1]([N:8]1[CH2:17][CH2:16][C:15]2[C:14]([C:18]3[CH:19]=[C:20]([CH:23]=O)[S:21][CH:22]=3)=[N:13][C:12]([CH:25]([CH3:27])[CH3:26])=[N:11][C:10]=2[CH2:9]1)[C:2]1[CH:7]=[CH:6][CH:5]=[CH:4][CH:3]=1.O.NN.[OH-].[K+]>C(O)CO.O>[CH2:1]([N:8]1[CH2:17][CH2:16][C:15]2[C:14]([C:18]3[CH:19]=[C:20]([CH3:23])[S:21][CH:22]=3)=[N:13][C:12]([CH:25]([CH3:27])[CH3:26])=[N:11][C:10]=2[CH2:9]1)[C:2]1[CH:3]=[CH:4][CH:5]=[CH:6][CH:7]=1 |f:1.2,3.4|. Procedure: To a solution of the product of Step A (0.230 g) in ethylene glycol was added hydrazine hydrate (0.1 mL). The mixture was heated at 200° C. for 1 h, then KOH (0.150 g) was added and the heating continued for 6 h. The mixture was allowed to cool then was diluted with water and extracted with Et2O. The combined organic extracts were dried and concentrated to 0.210 g of pale yellow solid. Chromatography on SiO2 (EtOAc/hexanes) afforded 0.146 g of the title compound. MS (ESI): exact mass calcd. for ...